This data is from the Open Reaction Database (ORD), a public repository of structured organic reaction records. The task is: describe an organic reaction: reactants, conditions, products, and yield The reactants are Cl (hydrochloric acid), C(C1=CC=CC=C1)OC=1C=C2C(C(N(C2=CC1)C(OCC)OCC)=O)C1=NC=NC2=CC(=C(C=C12)OC)OCCCN1CCOCC1 (4-(5-benzyloxy-1-diethoxymethyloxindol-3-yl)-6-methoxy-7-(3-morpholinopropoxy)quinazoline), C(=O)(C(F)(F)F)O (TFA), [OH-].[Na+] (sodium hydroxide), Cl (hydrochloric acid). As a reaction SMILES: C([O:8][C:9]1[CH:10]=[C:11]2[C:15](=[CH:16][CH:17]=1)[N:14](C(OCC)OCC)[C:13](=[O:25])[CH:12]2[C:26]1[C:35]2[C:30](=[CH:31][C:32]([O:38][CH2:39][CH2:40][CH2:41][N:42]3[CH2:47][CH2:46][O:45][CH2:44][CH2:43]3)=[C:33]([O:36][CH3:37])[CH:34]=2)[N:29]=[CH:28][N:27]=1)C1C=CC=CC=1.C(O)(C(F)(F)F)=O.Cl.[OH-].[Na+]>CO.O>[OH:8][C:9]1[CH:10]=[C:11]2[C:15](=[CH:16][CH:17]=1)[NH:14][C:13](=[O:25])[CH:12]2[C:26]1[C:35]2[C:30](=[CH:31][C:32]([O:38][CH2:39][CH2:40][CH2:41][N:42]3[CH2:43][CH2:44][O:45][CH2:46][CH2:47]3)=[C:33]([O:36][CH3:37])[CH:34]=2)[N:29]=[CH:28][N:27]=1 |f:3.4|. Isolated yield 45.0%. The product is OC=1C=C2C(C(NC2=CC1)=O)C1=NC=NC2=CC(=C(C=C12)OC)OCCCN1CCOCC1 (4-(5-hydroxyoxindol-3-yl)-6-methoxy-7-(3-morpholinopropoxy)quinazoline), hydrochloride salt. Run in O (water), CO (methanol). Procedure: A mixture of 4-(5-benzyloxy-1-diethoxymethyloxindol-3-yl)-6-methoxy-7-(3-morpholinopropoxy)quinazoline (240 mg, 0.38 mmol) and TFA (8 ml) was heated at reflux for 30 minutes. The TFA was removed by evaporation, the residue was triturated with ether, the solid was collected by filtration, washed with ether and dried under vacuum. The orange solid thus obtained was dissolved in a 1M hydrochloric acid solution (5 ml, 5 mmol) and heated at reflux for 40 minutes. After cooling, the reaction mixture w... The reactants are CN(C(=O)C1=CC=CC=C1)CC=1C=C(C=CC1)C1=CC=C(C=C1)CCC(=O)Cl (3-(3′-{[methyl-(1-phenylmethanoyl)amino]-methyl}biphenyl-4-yl)propionyl chloride), N (ammonia), C1CCOC1 (THF). Yields the product C(N)(=O)C(CC1=CC=C(C=C1)C1=CC(=CC=C1)CN(C(C1=CC=CC=C1)=O)C)C (N-[4′-(2-Carbamoylpropyl)biphenyl-3-ylmethyl]-N-methylbenzamide). Reaction SMILES: [CH3:1][N:2]([CH2:11][C:12]1[CH:13]=[C:14]([C:18]2[CH:23]=[CH:22][C:21]([CH2:24][CH2:25][C:26](Cl)=[O:27])=[CH:20][CH:19]=2)[CH:15]=[CH:16][CH:17]=1)[C:3]([C:5]1[CH:10]=[CH:9][CH:8]=[CH:7][CH:6]=1)=[O:4].[NH3:29].[CH2:30]1COCC1>>[C:26]([CH:25]([CH3:30])[CH2:24][C:21]1[CH:22]=[CH:23][C:18]([C:14]2[CH:15]=[CH:16][CH:17]=[C:12]([CH2:11][N:2]([CH3:1])[C:3](=[O:4])[C:5]3[CH:10]=[CH:9][CH:8]=[CH:7][CH:6]=3)[CH:13]=2)=[CH:19][CH:20]=1)(=[O:27])[NH2:29]. Procedure details: By reacting a solution of 1.7 g (4.1 mmol) of 3-(3′-{[methyl-(1-phenylmethanoyl)amino]-methyl}biphenyl-4-yl)propionyl chloride in 5 ml of THF with 10 ml of aqueous ammonia, and after purification by chromatography on a column of silica, 200 mg (32%) of N-[4′-(2-carbamoylpropyl)biphenyl-3-ylmethyl]-N-methylbenzamide, with a melting point of 47-48° C., are obtained. Product: O=S(=O)(Cl)c1sc2ccc(Cl)cc2c1C(F)(F)F. Starting materials: C1CCOC1, FC(F)(F)c1csc2ccc(Cl)cc12, [Li]CCCC, [Na+], O=C([O-])O, O=S(=O)(Cl)Cl. RXN SMILES: [CH2:30]1[O:31][CH2:32][CH2:33][CH2:34]1.[Cl:6][c:7]1[cH:8][c:9]2[c:10]([s:11][cH:12][c:13]2[C:14]([F:15])([F:16])[F:17])[cH:18][cH:19]1.[Li:1][CH2:2][CH2:3][CH2:4][CH3:5].[Na+:29].[O-:25][C:26]([OH:27])=[O:28].[S:20](=[O:21])(=[O:22])([Cl:23])[Cl:24]>>[Cl:6][c:7]1[cH:8][c:9]2[c:10]([s:11][c:12]([S:20](=[O:21])(=[O:22])[Cl:23])[c:13]2[C:14]([F:15])([F:16])[F:17])[cH:18][cH:19]1. Reactants: FC1=C(C(=C(C(=C1O)F)F)F)F (pentafluorophenol), FC(C(=O)O)(F)F (trifluoroacetic acid), CN(C1CCC2=C1C=C1C(NC(=NC1=C2)C)=O)C=2C=CC(=NC2)C(=O)O (5-[N-methyl-N-((6RS)-2-methyl-4-oxo-3,4,7,8-tetrahydro-6H-cyclopenta[g]quinazolin-6-yl)amino]pyridine-2-carboxylic acid), FC(C(=O)OC1=C(C(=C(C(=C1F)F)F)F)F)(F)F (pentafluorophenyl trifluoroacetate). The solvent is CC(=O)N(C)C (DMA), N1=CC=CC=C1 (pyridine). Conditions: time 5 hour. The product is CN(C1CCC2=C1C=C1C(NC(=NC1=C2)C)=O)C=2C=CC(=NC2)C(=O)OC2=C(C(=C(C(=C2F)F)F)F)F (Pentafluorophenyl 5-[N-methyl-N-((6RS)-2-methyl-4-oxo-3,4,7,8-tetrahydro-6H-cyclopenta[g]quinazolin-6-yl)amino]pyridine-2-carboxylate). As a reaction SMILES: [CH3:1][N:2]([C:18]1[CH:19]=[CH:20][C:21]([C:24]([OH:26])=[O:25])=[N:22][CH:23]=1)[CH:3]1[C:7]2[CH:8]=[C:9]3[C:14](=[CH:15][C:6]=2[CH2:5][CH2:4]1)[N:13]=[C:12]([CH3:16])[NH:11][C:10]3=[O:17].FC(F)(F)C(O[C:32]1[C:37]([F:38])=[C:36]([F:39])[C:35]([F:40])=[C:34]([F:41])[C:33]=1[F:42])=O.FC1C(O)=C(F)C(F)=C(F)C=1F.FC(F)(F)C(O)=O>CC(N(C)C)=O.N1C=CC=CC=1>[CH3:1][N:2]([C:18]1[CH:19]=[CH:20][C:21]([C:24]([O:26][C:32]2[C:33]([F:42])=[C:34]([F:41])[C:35]([F:40])=[C:36]([F:39])[C:37]=2[F:38])=[O:25])=[N:22][CH:23]=1)[CH:3]1[C:7]2[CH:8]=[C:9]3[C:14](=[CH:15][C:6]=2[CH2:5][CH2:4]1)[N:13]=[C:12]([CH3:16])[NH:11][C:10]3=[O:17]. Reported procedure: A mixture of 5-[N-methyl-N-((6RS)-2-methyl-4-oxo-3,4,7,8-tetrahydro-6H-cyclopenta[g]quinazolin-6-yl)amino]pyridine-2-carboxylic acid (0.01 g), pentafluorophenyl trifluoroacetate (0.16 g; prepared by the reaction of pentafluorophenol and trifluoroacetic acid), pyridine (0.045 g) and DMA (5 ml) was stirred at ambient temperature for 5 hours. The mixture was evaporated and the residue was partitioned between ethyl acetate and a saturated aqueous sodium bicarbonate solution. The organic phase was dr... Starting materials: N1(N=NC2=C1C=CC=C2)OC2=NC=C(C(=N2)NC2=C1C=CN(C1=CC=C2)C)C(=O)N (2-(1H-benzo[d][1,2,3]triazol-1-yloxy)-4-(1-methyl-1H-indol-4-ylamino)pyrimidine-5-carboxamide), C(C)(=O)NC=1C=C(N)C=CC1 (3-acetamidoaniline), CC=1C=CC(=CC1)S(=O)(=O)O (pTsOH). Solvent: CN1CCCC1=O (NMP). Conditions: temperature 100 celsius. The product is C(C)(=O)NC=1C=C(C=CC1)NC1=NC=C(C(=N1)NC1=C2C=CN(C2=CC=C1)C)C(=O)N (2-(3-acetamidophenylamino)-4-(1-methyl-1H-indol-4-ylamino)pyrimidine-5-carboxamide). Yield: 32.1%. RXN SMILES: N1(O[C:11]2[N:16]=[C:15]([NH:17][C:18]3[CH:26]=[CH:25][CH:24]=[C:23]4[C:19]=3[CH:20]=[CH:21][N:22]4[CH3:27])[C:14]([C:28]([NH2:30])=[O:29])=[CH:13][N:12]=2)C2C=CC=CC=2N=N1.[C:31]([NH:34][C:35]1[CH:36]=[C:37]([CH:39]=[CH:40][CH:41]=1)[NH2:38])(=[O:33])[CH3:32].CC1C=CC(S(O)(=O)=O)=CC=1>CN1C(=O)CCC1>[C:31]([NH:34][C:35]1[CH:36]=[C:37]([NH:38][C:11]2[N:16]=[C:15]([NH:17][C:18]3[CH:26]=[CH:25][CH:24]=[C:23]4[C:19]=3[CH:20]=[CH:21][N:22]4[CH3:27])[C:14]([C:28]([NH2:30])=[O:29])=[CH:13][N:12]=2)[CH:39]=[CH:40][CH:41]=1)(=[O:33])[CH3:32]. Procedure: To a solution of 2-(1H-benzo[d][1,2,3]triazol-1-yloxy)-4-(1-methyl-1H-indol-4-ylamino)pyrimidine-5-carboxamide (60 mg, 0.15 mmol) in NMP (0.6 mL) was added 3-acetamidoaniline (25 mg, 0.165 mmol) and pTsOH*H2O (28 mg, 0.15 mmol). The mixture was heated at 100° C. for 2 h, cooled to room temperature, purified by preparative HPLC to give 2-(3-acetamidophenylamino)-4-(1-methyl-1H-indol-4-ylamino)pyrimidine-5-carboxamide (20 mg). MS found for C22H21N7O2 as (M+H)+ 416.3. λ=211.3, 250.9. The reactants are [Al+3], N#CC12CCN(CC1)CC2, CCOCC, [H-], [H-], [H-], [H-], [Li+]. Product: NCC12CCN(CC1)CC2. Reaction SMILES: [Al+3:12].[C:1](#[N:2])[C:3]12[CH2:4][CH2:5][N:6]([CH2:7][CH2:8]1)[CH2:9][CH2:10]2.[CH3:17][CH2:18][O:19][CH2:20][CH3:21].[H-:11].[H-:14].[H-:15].[H-:16].[Li+:13]>>[CH2:1]([NH2:2])[C:3]12[CH2:4][CH2:5][N:6]([CH2:7][CH2:8]1)[CH2:9][CH2:10]2.